From a dataset of the Open Reaction Database (ORD), a public repository of structured organic reaction records. describe an organic reaction: reactants, conditions, products, and yield Starting materials: NCCC1=CC=C(NC2CCN(CC2)C(=O)C2=CC=C(C=C2)N(C(=O)N)CCCCCC)C=C1 (N-[4-({4-[4-(2-Aminoethyl)anilino]-1-piperidinyl)carbonyl)phenyl]-N-hexylurea), C(C)(C)(C)[Si](C1=CC=CC=C1)(C1=CC=CC=C1)OC1=CC=C(C=C1)OCC1OC1 (tert-butyl-(4-oxiranylmethoxy-phenoxy)-diphenyl-silane). The product is C(CCCCC)NC(=O)NC1=CC=C(C=C1)C(=O)N1CCC(CC1)NC1=CC=C(C=C1)CCNC[C@@H](COC1=CC=C(C=C1)O)O (1-Hexyl-3-[4-[4-(4-[2-[(2S)-2-hydroxy-3-(4-hydroxy-phenoxy)-propylamino]-ethyl}-phenylamino)-piperidine-1-carbonyl]-phenyl}-urea). Isolated yield 61.5%. Reaction SMILES: [NH2:1][CH2:2][CH2:3][C:4]1[CH:34]=[CH:33][C:7]([NH:8][CH:9]2[CH2:14][CH2:13][N:12]([C:15]([C:17]3[CH:22]=[CH:21][C:20]([N:23](CCCCCC)[C:24]([NH2:26])=[O:25])=[CH:19][CH:18]=3)=[O:16])[CH2:11][CH2:10]2)=[CH:6][CH:5]=1.C([Si]([O:52][C:53]1[CH:58]=[CH:57][C:56]([O:59][CH2:60][CH:61]2[CH2:63][O:62]2)=[CH:55][CH:54]=1)(C1C=CC=CC=1)C1C=CC=CC=1)(C)(C)C>>[CH2:2]([NH:26][C:24]([NH:23][C:20]1[CH:21]=[CH:22][C:17]([C:15]([N:12]2[CH2:11][CH2:10][CH:9]([NH:8][C:7]3[CH:33]=[CH:34][C:4]([CH2:3][CH2:2][NH:1][CH2:63][C@H:61]([OH:62])[CH2:60][O:59][C:56]4[CH:57]=[CH:58][C:53]([OH:52])=[CH:54][CH:55]=4)=[CH:5][CH:6]=3)[CH2:14][CH2:13]2)=[O:16])=[CH:18][CH:19]=1)=[O:25])[CH2:3][CH2:4][CH2:5][CH2:6][CH3:7]. Reported procedure: N-[4-({4-[4-(2-Aminoethyl)anilino]-1-piperidinyl)carbonyl)phenyl]-N-hexylurea (0.394 g, 0.846 mmol) was reacted with tert-butyl-(4-oxiranylmethoxy-phenoxy)-diphenyl-silane (0.308 g, 0.761 mmol) according to Procedure G to give the title compound (0.232 g, 0.26 mmol). Starting materials: ClC=1C=CC=C2C(CC3(CCNCC3)C12)CC(=O)OC (methyl 2-(7-chloro-2,3-dihydrospiro[indene-1,4′-piperidine]-3-yl)acetate), FC=1C=CC(=C(C=CC(=O)O)C1)C(F)(F)F (5-fluoro-2-(trifluoromethyl)cinnamic acid). The product is ClC=1C=CC=C2C(CC3(CCN(CC3)C(\C=C\C3=C(C=CC(=C3)F)C(F)(F)F)=O)C12)CC(=O)O ((±)-(E)-2-(7-chloro-1′-(3-(5-fluoro-2-(trifluoromethyl)phenyl)acryloyl)-2,3-dihydrospiro[indene-1,4′-piperidine]-3-yl)acetic acid). RXN SMILES: [Cl:1][C:2]1[CH:3]=[CH:4][CH:5]=[C:6]2[C:15]=1[C:9]1([CH2:14][CH2:13][NH:12][CH2:11][CH2:10]1)[CH2:8][CH:7]2[CH2:16][C:17]([O:19]C)=[O:18].[F:21][C:22]1[CH:23]=[CH:24][C:25]([C:33]([F:36])([F:35])[F:34])=[C:26]([CH:32]=1)[CH:27]=[CH:28][C:29](O)=[O:30]>>[Cl:1][C:2]1[CH:3]=[CH:4][CH:5]=[C:6]2[C:15]=1[C:9]1([CH2:14][CH2:13][N:12]([C:29](=[O:30])/[CH:28]=[CH:27]/[C:26]3[CH:32]=[C:22]([F:21])[CH:23]=[CH:24][C:25]=3[C:33]([F:34])([F:35])[F:36])[CH2:11][CH2:10]1)[CH2:8][CH:7]2[CH2:16][C:17]([OH:19])=[O:18]. Procedure: The title compound was prepared employing a procedure analogous to that described in Example 1 using methyl 2-(7-chloro-2,3-dihydrospiro[indene-1,4′-piperidine]-3-yl)acetate and 5-fluoro-2-(trifluoromethyl)cinnamic acid followed by a procedure analogous to that described in Example 2. LC-MS Method 1 tR=1.93, min, m/z=496, 498; 1H NMR (CDCl3) 1.20-1.40 (3H), 1.70 (m, 1H), 2.39 (m, 1H), 2.51 (m, 1H), 2.65-3.05 (4H), 3.36 (m, 1H), 3.62 (br s, 1H), 4.06 (d, 1H), 4.79 (d, 1H), 6.83 (d, 1H), 7.0-7.5 (... Starting materials: CC(C)(C)NC(=O)c1cccc(CCl)c1, O=C([O-])[O-], CC#N, [I-], [K+], [K+], CC(C)C1CN(C(=O)c2ccc(N)c(F)c2)CCN1, [Na+]. The product is CC(C)C1CN(C(=O)c2ccc(N)c(F)c2)CCN1Cc1cccc(C(=O)NC(C)(C)C)c1. Reaction SMILES: [C:20]([CH3:21])([CH3:22])([CH3:23])[NH:24][C:25]([c:26]1[cH:27][c:28]([CH2:32][Cl:33])[cH:29][cH:30][cH:31]1)=[O:34].[C:35](=[O:36])([O-:37])[O-:38].[CH3:43][C:44]#[N:45].[I-:42].[K+:39].[K+:40].[NH2:1][c:2]1[c:3]([F:19])[cH:4][c:5]([C:8](=[O:9])[N:10]2[CH2:11][CH:12]([CH:16]([CH3:17])[CH3:18])[NH:13][CH2:14][CH2:15]2)[cH:6][cH:7]1.[Na+:41]>>[NH2:1][c:2]1[c:3]([F:19])[cH:4][c:5]([C:8](=[O:9])[N:10]2[CH2:11][CH:12]([CH:16]([CH3:17])[CH3:18])[N:13]([CH2:32][c:28]3[cH:27][c:26]([C:25]([NH:24][C:20]([CH3:21])([CH3:22])[CH3:23])=[O:34])[cH:31][cH:30][cH:29]3)[CH2:14][CH2:15]2)[cH:6][cH:7]1. Yield: 80.1%. Reported procedure: 5-(2,4-Dichlorophenyl)-3-hydroxyisoxazole (0.2 g) and 2-(N-tert-butoxycarbonylamino)ethanol (0.17 g) were subjected to reaction and post-treatment in a similar manner to that described in Example 9(a) to obtain the title compound (0.26 g, 81%) as a colorless powder. Reactants: ClC1=C(C=CC(=C1)Cl)C1=CC(=NO1)O (5-(2,4-Dichlorophenyl)-3-hydroxyisoxazole), C(C)(C)(C)OC(=O)NCCO (2-(N-tert-butoxycarbonylamino)ethanol). Product: C(C)(C)(C)OC(=O)NCCOC1=NOC(=C1)C1=C(C=C(C=C1)Cl)Cl (3-(2-(N-tert-Butoxycarbonylamino)ethoxy)-5-(2.4-dichlorophenyl)isoxazole). Reaction SMILES: [Cl:1][C:2]1[CH:7]=[C:6]([Cl:8])[CH:5]=[CH:4][C:3]=1[C:9]1[O:13][N:12]=[C:11]([OH:14])[CH:10]=1.[C:15]([O:19][C:20]([NH:22][CH2:23][CH2:24]O)=[O:21])([CH3:18])([CH3:17])[CH3:16]>>[C:15]([O:19][C:20]([NH:22][CH2:23][CH2:24][O:14][C:11]1[CH:10]=[C:9]([C:3]2[CH:4]=[CH:5][C:6]([Cl:8])=[CH:7][C:2]=2[Cl:1])[O:13][N:12]=1)=[O:21])([CH3:18])([CH3:17])[CH3:16]. Reactants: ( 2 ), NC1=CC=CC=C1 (aniline), C(C)(C)(C)NC1=NC=CC=2C(=CC=CC12)C(=O)NC1=C(C=CC(=C1)C(NC1=CC(=CC=C1)C(F)(F)F)=O)C (1-(t-butylamino)-N-(2-methyl-5-((3-(trifluoromethyl)phenyl)carbamoyl)phenyl)isoquinoline-5-carboxamide), C(C)N1CCN(CC1)CC1=C(C=C(N)C=C1)C(F)(F)F (4-((4-ethylpiperazin-1-yl)methyl)-3-(trifluoromethyl)aniline). The product is C(C)(C)(C)NC1=NC=CC=2C(=CC=CC12)C(=O)NC1=C(C=CC(=C1)C(NC1=CC(=C(C=C1)CN1CCN(CC1)CC)C(F)(F)F)=O)C (1-(t-butylamino)-N-(5-((4-((4-ethylpiperazin-1-yl)methyl)-3-(trifluoromethyl)phenyl)carbamoyl)-2-methylphenyl)isoquinoline-5-carboxamide). The yield is 12.0%. RXN SMILES: [C:1]([NH:5][C:6]1[C:15]2[CH:14]=[CH:13][CH:12]=[C:11]([C:16]([NH:18][C:19]3[CH:24]=[C:23]([C:25](=[O:37])[NH:26][C:27]4[CH:32]=[CH:31][CH:30]=[C:29]([C:33]([F:36])([F:35])[F:34])[CH:28]=4)[CH:22]=[CH:21][C:20]=3[CH3:38])=[O:17])[C:10]=2[CH:9]=[CH:8][N:7]=1)([CH3:4])([CH3:3])[CH3:2].[CH2:39]([N:41]1[CH2:46][CH2:45][N:44]([CH2:47]C2C=CC(N)=CC=2C(F)(F)F)[CH2:43][CH2:42]1)[CH3:40].NC1C=CC=CC=1>>[C:1]([NH:5][C:6]1[C:15]2[CH:14]=[CH:13][CH:12]=[C:11]([C:16]([NH:18][C:19]3[CH:24]=[C:23]([C:25](=[O:37])[NH:26][C:27]4[CH:32]=[CH:31][C:30]([CH2:47][N:44]5[CH2:45][CH2:46][N:41]([CH2:39][CH3:40])[CH2:42][CH2:43]5)=[C:29]([C:33]([F:34])([F:35])[F:36])[CH:28]=4)[CH:22]=[CH:21][C:20]=3[CH3:38])=[O:17])[C:10]=2[CH:9]=[CH:8][N:7]=1)([CH3:4])([CH3:3])[CH3:2]. Procedure details: The procedures of Steps (1), (2) and (3) of Example 2 were repeated step by step, except for using 4-((4-ethylpiperazin-1-yl)methyl)-3-(trifluoromethyl)aniline obtained in Step (3) above instead of aniline in Step (1) of Example 2 to obtain the title compound (0.032 g, 12%). Product: NC1=C(C=C(C=N1)C=1C=NN(C1)C1CCN(CC1)CC(=O)N)C=1SC2=C(N1)C=CC=C2 (2-{4-[4-(6-Amino-5-benzothiazol-2-ylpyridin-3-yl)-pyrazol-1-yl]-piperidin-1-yl}-acetamide). As a reaction SMILES: [NH2:1][C:2]1[N:7]=[CH:6][C:5]([C:8]2[CH:9]=[N:10][N:11]([CH:13]3[CH2:18][CH2:17][N:16]([CH2:19][C:20]([OH:22])=O)[CH2:15][CH2:14]3)[CH:12]=2)=[CH:4][C:3]=1[C:23]1[S:24][C:25]2[CH:31]=[CH:30][CH:29]=[CH:28][C:26]=2[N:27]=1.[NH4+].[Cl-].C[N:35](C(ON1N=NC2C=CC=CC1=2)=[N+](C)C)C.[B-](F)(F)(F)F.CCN(C(C)C)C(C)C>CN(C=O)C>[NH2:1][C:2]1[N:7]=[CH:6][C:5]([C:8]2[CH:9]=[N:10][N:11]([CH:13]3[CH2:14][CH2:15][N:16]([CH2:19][C:20]([NH2:35])=[O:22])[CH2:17][CH2:18]3)[CH:12]=2)=[CH:4][C:3]=1[C:23]1[S:24][C:25]2[CH:31]=[CH:30][CH:29]=[CH:28][C:26]=2[N:27]=1 |f:1.2,3.4|. The solvent is CN(C)C=O (DMF). The reactants are CCN(C(C)C)C(C)C (DIPEA), NC1=C(C=C(C=N1)C=1C=NN(C1)C1CCN(CC1)CC(=O)O)C=1SC2=C(N1)C=CC=C2 ({4-[4-(6-amino-5-benzothiazol-2-ylpyridin-3-yl)-pyrazol-1-yl]-piperidin-1-yl}-acetic acid), [NH4+].[Cl-] (NH4Cl), CN(C)C(=[N+](C)C)ON1C2=C(C=CC=C2)N=N1.[B-](F)(F)(F)F (TBTU). Procedure: A mixture of {4-[4-(6-amino-5-benzothiazol-2-ylpyridin-3-yl)-pyrazol-1-yl]-piperidin-1-yl}-acetic acid (10.0 mg, 0.0184 mmol), NH4Cl (2.0 mg, 0.037 mmol), TBTU (8.86 mg, 0.0276 mmol) and DMF (1 mL) was charged with DIPEA (0.03 mL, 0.2 mmol) and allowed to stir at rt for 10 min. The solution was used directly for HPLC purification. The fractions containing the pure product were concentrated in vacuo to afford the title compound as a white solid. 1H NMR (400 MHz, CD3OD): δ=2.17-2.35 (m, 4H), 2.69 ... Reaction conditions: time 10 minute. Starting materials: O=C([O-])O, CCCC[N+](CCCC)(CCCC)CCCC, CN1CCCN(C)C1=O, CCOC(C)=O, [H-], [I-], CC(C)(CCN)NC(=O)OC(C)(C)C, [Na+], [Na+], O=c1[nH]c2ccccc2o1. Yields the product CC(C)(CCn1c(=O)oc2ccccc21)NC(=O)OC(C)(C)C. Reaction SMILES: [C:27](=[O:28])([O-:29])[OH:30].[CH2:42]([N+:43]([CH2:44][CH2:45][CH2:46][CH3:47])([CH2:48][CH2:49][CH2:50][CH3:51])[CH2:52][CH2:53][CH2:54][CH3:55])[CH2:56][CH2:57][CH3:58].[CH3:32][N:33]1[CH2:34][CH2:35][CH2:36][N:37]([CH3:38])[C:39]1=[O:40].[CH3:59][CH2:60][O:61][C:62](=[O:63])[CH3:64].[H-:11].[I-:41].[NH2:13][CH2:14][CH2:15][C:16]([CH3:17])([CH3:18])[NH:19][C:20]([O:21][C:22]([CH3:23])([CH3:24])[CH3:25])=[O:26].[Na+:12].[Na+:31].[o:1]1[c:2](=[O:10])[nH:3][c:4]2[c:5]1[cH:6][cH:7][cH:8][cH:9]2>>[o:1]1[c:2](=[O:10])[n:3]([CH2:14][CH2:15][C:16]([CH3:17])([CH3:18])[NH:19][C:20]([O:21][C:22]([CH3:23])([CH3:24])[CH3:25])=[O:26])[c:4]2[c:5]1[cH:6][cH:7][cH:8][cH:9]2. Reactants: C(#N)C1(CCN(CC1)CC=1C=C(C(N2C=CC=CC12)=O)C(=O)N[C@H]1[C@@H](CCCC1)SC)C1=NC=CC=C1 (rac-1-[(4-cyano-4-pyridin-2-ylpiperidin-1-yl)methyl]-N-[(1R,2R)-2-(methylthio)cyclohexyl]-4-oxo-4H-quinolizine-3-carboxamide), C1(=CC=CC=C1)C1N(O1)S(=O)(=O)C1=CC=CC=C1 (3-phenyl-2-(phenylsulfonyl)-1,2-oxaziridine). Run in ClCCl (dichloromethane). Conditions: time 45 minute. The product is C(#N)C1(CCN(CC1)CC=1C=C(C(N2C=CC=CC12)=O)C(=O)N[C@H]1[C@@H](CCCC1)[S@@](=O)C)C1=NC=CC=C1 (rac-1-[(4-Cyano-4-pyridin-2-ylpiperidin-1-yl)methyl]-N-{(1R,2R)-2-[(S)-methylsulfinyl]cyclohexyl}-4-oxo-4H-quinolizine-3-carboxamide). RXN SMILES: [C:1]([C:3]1([C:32]2[CH:37]=[CH:36][CH:35]=[CH:34][N:33]=2)[CH2:8][CH2:7][N:6]([CH2:9][C:10]2[CH:11]=[C:12]([C:21]([NH:23][C@@H:24]3[CH2:29][CH2:28][CH2:27][CH2:26][C@H:25]3[S:30][CH3:31])=[O:22])[C:13](=[O:20])[N:14]3[C:19]=2[CH:18]=[CH:17][CH:16]=[CH:15]3)[CH2:5][CH2:4]1)#[N:2].C1(C2[O:46]N2S(C2C=CC=CC=2)(=O)=O)C=CC=CC=1>ClCCl>[C:1]([C:3]1([C:32]2[CH:37]=[CH:36][CH:35]=[CH:34][N:33]=2)[CH2:8][CH2:7][N:6]([CH2:9][C:10]2[CH:11]=[C:12]([C:21]([NH:23][C@@H:24]3[CH2:29][CH2:28][CH2:27][CH2:26][C@H:25]3[S@:30]([CH3:31])=[O:46])=[O:22])[C:13](=[O:20])[N:14]3[C:19]=2[CH:18]=[CH:17][CH:16]=[CH:15]3)[CH2:5][CH2:4]1)#[N:2]. Procedure details: To a solution of rac-1-[(4-cyano-4-pyridin-2-ylpiperidin-1-yl)methyl]-N-[(1R,2R)-2-(methylthio)cyclohexyl]-4-oxo-4H-quinolizine-3-carboxamide (Example 16, 0.035 g, 0.067 mmol) in 2 mL of dichloromethane at 0° C. was added 3-phenyl-2-(phenylsulfonyl)-1,2-oxaziridine (Davis reagent, 0.019 g, 0.074 mmol). After 45 min, the mixture was washed 3× with water, dried over sodium sulfate, filtered, and concentrated in vacuo. The residue was purified via silica gel chromatography, eluting with 0-5% methan... Reactants: ClC1=CC=C(C(=O)N2C(=C(C3=CC(=CC=C23)OC)CNO)C)C=C1 (1-(4-chlorobenzoyl)-N-hydroxy5-methoxy-2-methyl-1H-indole-3-methanamine), C(C)OC(=O)N=C=O (ethoxycarbonyl isocyanate). The solvent is O1CCCC1 (tetrahydrofuran). Conditions: temperature 0 celsius, time 10 minute. Product: ClC1=CC=C(C(=O)N2C(=C(C3=CC(=CC=C23)OC)CN(C(=O)NC(OCC)=O)O)C)C=C1 ([[[[1-(4-chlorobenzoyl)-5-methoxy-2- methyl-1H-indol-3-yl]methyl]hydroxyamino]carbonyl]carbamic acid, ethyl ester). Isolated yield 68.0%. Reaction SMILES: [Cl:1][C:2]1[CH:24]=[CH:23][C:5]([C:6]([N:8]2[C:16]3[C:11](=[CH:12][C:13]([O:17][CH3:18])=[CH:14][CH:15]=3)[C:10]([CH2:19][NH:20][OH:21])=[C:9]2[CH3:22])=[O:7])=[CH:4][CH:3]=1.[CH2:25]([O:27][C:28]([N:30]=[C:31]=[O:32])=[O:29])[CH3:26]>O1CCCC1>[Cl:1][C:2]1[CH:24]=[CH:23][C:5]([C:6]([N:8]2[C:16]3[C:11](=[CH:12][C:13]([O:17][CH3:18])=[CH:14][CH:15]=3)[C:10]([CH2:19][N:20]([OH:21])[C:31]([NH:30][C:28](=[O:29])[O:27][CH2:25][CH3:26])=[O:32])=[C:9]2[CH3:22])=[O:7])=[CH:4][CH:3]=1. Procedure: To a solution of 1-(4-chlorobenzoyl)-N-hydroxy5-methoxy-2-methyl-1H-indole-3-methanamine (540 mg, 1.57 mmol) in 30 ml of freshly distilled tetrahydrofuran at 0° C. is added dropwise 194 μl (1.88 mmol) of ethoxycarbonyl isocyanate. The reaction mixture is stirred for 10 minutes at 0° C. and concentrated in vacuo. The residue is purified by column chromatography on silica using an ethyl acetate:methylene chloride gradient (15:85 to 1:1). Recrystallization from methylene chloride:hexane gives pure ... Reactants: CCOC(=O)C (EtOAc), CCN(C(C)C)C(C)C (DIEA), [Si](C)(C)(C)Cl (TMS-Cl), COC(=O)[C@H]1N(C[C@@H](C1)O)C(=O)OCC1=CC=CC=C1 ((2S,4R)-4-Hydroxy-pyrrolidine-1,2-dicarboxylic acid 1-benzyl ester 2-methyl ester). Run in C1CCOC1 (THF). Product: COC(=O)[C@H]1N(C[C@@H](C1)O[Si](C)(C)C)C(=O)OCC1=CC=CC=C1 ((2S,4R)-4-Trimethylsilanyloxy-pyrrolidine-1,2-dicarboxylic acid 1-benzyl ester 2-methyl ester). Isolated yield 97.5%. Reaction SMILES: [CH3:1][O:2][C:3]([C@@H:5]1[CH2:9][C@@H:8]([OH:10])[CH2:7][N:6]1[C:11]([O:13][CH2:14][C:15]1[CH:20]=[CH:19][CH:18]=[CH:17][CH:16]=1)=[O:12])=[O:4].CCN(C(C)C)C(C)C.[Si:30](Cl)([CH3:33])([CH3:32])[CH3:31].CCOC(C)=O>C1COCC1>[CH3:1][O:2][C:3]([C@@H:5]1[CH2:9][C@@H:8]([O:10][Si:30]([CH3:33])([CH3:32])[CH3:31])[CH2:7][N:6]1[C:11]([O:13][CH2:14][C:15]1[CH:20]=[CH:19][CH:18]=[CH:17][CH:16]=1)=[O:12])=[O:4]. Procedure: Dissolved (2S,4R)-4-Hydroxy-pyrrolidine-1,2-dicarboxylic acid 1-benzyl ester 2-methyl ester 1.5 g (5.37 mmol) in 10 mL of THF was treated with DIEA 1.31 mL (7.51 mmol) and 0.89 mL of TMS-Cl (6.98 mmol) added drop-wise while stirring. After 2 h of stirring, 50 mL of EtOAc was added and the mix was washed with Sat. NaHCO3 (3×50 mL). The organic layer was then dried over Na2SO4, filter through silica and concentrated to afford 1.84 g (97%) of (2S,4R)-4-Trimethylsilanyloxy-pyrrolidine-1,2-dicarboxyl...